This data is from the Open Reaction Database (ORD), a public repository of structured organic reaction records. The task is: describe an organic reaction: reactants, conditions, products, and yield Starting materials: OCC1=CC=C(C=C1)SC1CN(C1)C(=O)C=1OC(=NN1)C1=CC=CC=C1 ((3-(4-(Hydroxymethyl)phenylthio)azetidin-1-yl)(5-phenyl-1,3,4-oxadiazol-2-yl)methanone), S(=O)(Cl)Cl (thionyl chloride). The solvent is ClCCl (dichloromethane). Yields the product ClCC1=CC=C(C=C1)SC1CN(C1)C(=O)C=1OC(=NN1)C1=CC=CC=C1 ((3-(4-(Chloromethyl)phenylthio)azetidin-1-yl)(5-phenyl-1,3,4-oxadiazol-2-yl)methanone). The yield is 80.2%. RXN SMILES: O[CH2:2][C:3]1[CH:8]=[CH:7][C:6]([S:9][CH:10]2[CH2:13][N:12]([C:14]([C:16]3[O:17][C:18]([C:21]4[CH:26]=[CH:25][CH:24]=[CH:23][CH:22]=4)=[N:19][N:20]=3)=[O:15])[CH2:11]2)=[CH:5][CH:4]=1.S(Cl)([Cl:29])=O>ClCCl>[Cl:29][CH2:2][C:3]1[CH:8]=[CH:7][C:6]([S:9][CH:10]2[CH2:13][N:12]([C:14]([C:16]3[O:17][C:18]([C:21]4[CH:26]=[CH:25][CH:24]=[CH:23][CH:22]=4)=[N:19][N:20]=3)=[O:15])[CH2:11]2)=[CH:5][CH:4]=1. Procedure: Intermediate 60A (3.48 g, 9.47 mmol) was dissolved in dichloromethane (150 mL) and the mixture was cooled in an ice bath. While stirring, thionyl chloride (0.76 mL, 10.4 mmol) was added dropwise. The cooling bath was removed after 30 min. The mixture was stirred for 2.5 h and then evaporated to dryness. The residue was purified by column chromatography eluting with dichloromethane. There was obtained 2.93 g (80%) of 60B as a solid. 1H NMR (500 MHz, CDCl3): δ 4.22 (m, 2H), 4.57 (s, 2H), 4.65 (m, ... Reactants: COC1=NC=C(C(=N1)OC)C=1C(=NC=CC1)C#N (3-(2,4-Dimethoxy-pyrimidin-5-yl)-pyridine-2-carbonitrile), Cl (HCl). The solvent is O1CCOCC1 (dioxane). The product is Cl.O=C1NC=C(C(N1)=O)C=1C(=NC=CC1)C#N (3-(2,4-Dioxo-1,2,3,4-tetrahydro-pyrimidin-5-yl)-pyridine-2-carbonitrile hydrochloride). The yield is 97.0%. RXN SMILES: C[O:2][C:3]1[N:8]=[C:7]([O:9]C)[C:6]([C:11]2[C:12]([C:17]#[N:18])=[N:13][CH:14]=[CH:15][CH:16]=2)=[CH:5][N:4]=1.[ClH:19]>O1CCOCC1>[ClH:19].[O:2]=[C:3]1[NH:8][C:7](=[O:9])[C:6]([C:11]2[C:12]([C:17]#[N:18])=[N:13][CH:14]=[CH:15][CH:16]=2)=[CH:5][NH:4]1 |f:3.4|. Reported procedure: 3-(2,4-Dimethoxy-pyrimidin-5-yl)-pyridine-2-carbonitrile (Prep102, 1 g, 4.13 mmol) was dissolved in a solution of 4N HCl in dioxane (20 ml). The mixture was refluxed for 45 minutes. The solvent was removed under vacuum to give 1 g of the title compound (97% yield). Reactants: CCN(C(C)C)C(C)C, O=C(Cl)c1cnc(Cl)nc1C(F)(F)F, ClCCl, c1ccc2c(c1)Cn1cccc1CN2. The product is O=C(c1cnc(Cl)nc1C(F)(F)F)N1Cc2cccn2Cc2ccccc21. Reaction SMILES: [CH:29]([N:30]([CH:31]([CH3:32])[CH3:33])[CH2:34][CH3:35])([CH3:36])[CH3:37].[Cl:1][c:2]1[n:3][cH:4][c:5]([C:12](=[O:13])[Cl:14])[c:6]([C:8]([F:9])([F:10])[F:11])[n:7]1.[Cl:38][CH2:39][Cl:40].[cH:15]1[cH:16][cH:17][n:18]2[c:19]1[CH2:20][NH:21][c:22]1[c:23]([cH:25][cH:26][cH:27][cH:28]1)[CH2:24]2>>[Cl:1][c:2]1[n:3][cH:4][c:5]([C:12](=[O:13])[N:21]2[CH2:20][c:19]3[cH:15][cH:16][cH:17][n:18]3[CH2:24][c:23]3[c:22]2[cH:28][cH:27][cH:26][cH:25]3)[c:6]([C:8]([F:9])([F:10])[F:11])[n:7]1. Reactants: Cc1ccccc1, Cl, Cc1ccc(C(=O)NC2CC2)cc1N, O=C(O)CS. Yields the product Cc1ccc(C(=O)NC2CC2)cc1NC(=O)CS. Reaction SMILES: [CH3:21][c:22]1[cH:23][cH:24][cH:25][cH:26][cH:27]1.[ClH:6].[NH2:7][c:8]1[cH:9][c:10]([C:11](=[O:12])[NH:13][CH:14]2[CH2:15][CH2:16]2)[cH:17][cH:18][c:19]1[CH3:20].[SH:1][CH2:2][C:3](=[O:4])[OH:5]>>[SH:1][CH2:2][C:3](=[O:5])[NH:7][c:8]1[cH:9][c:10]([C:11](=[O:12])[NH:13][CH:14]2[CH2:15][CH2:16]2)[cH:17][cH:18][c:19]1[CH3:20]. Starting materials: CS(=O)(=O)Cl, Cn1c(C(F)(F)F)cc(=O)n(-c2cc(NS(C)(=O)=O)c(Cl)cc2F)c1=O, [Na], C1CCOC1, O. The product is Cn1c(C(F)(F)F)cc(=O)n(-c2cc(N(S(C)(=O)=O)S(C)(=O)=O)c(Cl)cc2F)c1=O. RXN SMILES: [CH3:33][S:34]([Cl:35])(=[O:36])=[O:37].[Cl:7][c:8]1[cH:9][c:10]([F:32])[c:11](-[n:19]2[c:20](=[O:31])[n:21]([CH3:30])[c:22]([C:26]([F:27])([F:28])[F:29])[cH:23][c:24]2=[O:25])[cH:12][c:13]1[NH:14][S:15](=[O:16])(=[O:17])[CH3:18].[Na:1].[O:2]1[CH2:3][CH2:4][CH2:5][CH2:6]1.[OH2:38]>>[Cl:7][c:8]1[cH:9][c:10]([F:32])[c:11](-[n:19]2[c:20](=[O:31])[n:21]([CH3:30])[c:22]([C:26]([F:27])([F:28])[F:29])[cH:23][c:24]2=[O:25])[cH:12][c:13]1[N:14]([S:15](=[O:16])(=[O:17])[CH3:18])[S:34]([CH3:33])(=[O:36])=[O:37].